The task is: describe an organic reaction: reactants, conditions, products, and yield. This data is from the Open Reaction Database (ORD), a public repository of structured organic reaction records. Starting materials: C(C)(C)(C)OC(NC1=C(C=C(C(=C1)C)C(F)(F)F)NC(CC(=O)C1=CC(=CC=C1)C1=CC(=NC(=C1)COC1OCCCC1)C)=O)=O ((RS)-[5-methyl-2-(3-{3-[2-methyl-6-(tetrahydro-pyran-2-yloxymethyl)-pyridin-4-yl]-phenyl}-3-oxo-propionylamino)-4-trifluoromethyl-phenyl]-carbamic acid tert-butyl ester), C(=O)(C(F)(F)F)O (TFA). Run in C(Cl)Cl (CH2Cl2). Product: OCC1=NC(=CC(=C1)C=1C=C(C=CC1)C1=NC2=C(NC(C1)=O)C=C(C(=C2)C)C(F)(F)F)C (4-[3-(2-Hydroxymethyl-6-methyl-pyridin-4-yl)-phenyl]-7-methyl-8-trifluoromethyl-1,3-dihydro-benzo[b][1,4]diazepin-2-one), solid. The yield is 60.0%. RXN SMILES: C(OC(=O)[NH:7][C:8]1[CH:13]=[C:12]([CH3:14])[C:11]([C:15]([F:18])([F:17])[F:16])=[CH:10][C:9]=1[NH:19][C:20](=[O:45])[CH2:21][C:22]([C:24]1[CH:29]=[CH:28][CH:27]=[C:26]([C:30]2[CH:35]=[C:34]([CH2:36][O:37]C3CCCCO3)[N:33]=[C:32]([CH3:44])[CH:31]=2)[CH:25]=1)=O)(C)(C)C.C(O)(C(F)(F)F)=O>C(Cl)Cl>[OH:37][CH2:36][C:34]1[CH:35]=[C:30]([C:26]2[CH:25]=[C:24]([C:22]3[CH2:21][C:20](=[O:45])[NH:19][C:9]4[CH:10]=[C:11]([C:15]([F:17])([F:16])[F:18])[C:12]([CH3:14])=[CH:13][C:8]=4[N:7]=3)[CH:29]=[CH:28][CH:27]=2)[CH:31]=[C:32]([CH3:44])[N:33]=1. Procedure: The title compound was prepared from (RS)-[5-methyl-2-(3-{3-[2-methyl-6-(tetrahydro-pyran-2-yloxymethyl)-pyridin-4-yl]-phenyl}-3-oxo-propionylamino)-4-trifluoromethyl-phenyl]-carbamic acid tert-butyl ester (Example M298) (0.49 g, 0.76 mmol) by treatment with TFA in CH2Cl2 according to the general procedure N. Obtained as a light yellow solid (200 mg, 60%). The reactants are C(C)(C)NCC(COC1=C(C(=CC=C1)[N+](=O)[O-])N)O (1-isopropylamino-2-hydroxy-3-(2-amino-3-nitrophenoxy)-propane), C(C)(C)(C)N (tert.-butylamine), NC1=C(OCC2CO2)C=CC=C1[N+](=O)[O-] (1-(2-amino-3-nitrophenoxy)-2,3-epoxy-propane), C(C)(C)N (isopropylamine). Yields the product CC=1NC2=C(N1)C=CC=C2OCC(CNC(C)C)O (2-methyl-4-(3-isopropylamino-2-hydroxypropyloxy)-benzimidazole). Reaction SMILES: [CH:1]([NH:4][CH2:5][CH:6]([OH:19])[CH2:7][O:8][C:9]1[CH:14]=[CH:13][CH:12]=[C:11]([N+:15]([O-])=O)[C:10]=1[NH2:18])([CH3:3])[CH3:2].N[C:21]1C([N+]([O-])=O)=CC=C[C:22]=1OCC1OC1.C(N)(C)C.C(N)(C)(C)C>>[CH3:21][C:22]1[NH:18][C:10]2[C:9]([O:8][CH2:7][CH:6]([OH:19])[CH2:5][NH:4][CH:1]([CH3:3])[CH3:2])=[CH:14][CH:13]=[CH:12][C:11]=2[N:15]=1. Reported procedure: The 1-isopropylamino-2-hydroxy-3-(2-amino-3-nitrophenoxy)-propane (m.p. 108° - 110°C.) used as starting material can be obtained, in the manner described in Example 1, from 1-(2-amino-3-nitrophenoxy)-2,3-epoxy-propane, using 35 g. isopropylamine instead of 35 g. tert.-butylamine. Starting materials: CC(C)(C)c1nc2cc(S(=O)(=O)Cl)ccc2n1CC1CCC(F)(F)CC1, O=C(NC1CC1)C1CC[NH2+]C1, CCN(C(C)C)C(C)C, O=C([O-])C(F)(F)F. Yields the product CC(C)(C)c1nc2cc(S(=O)(=O)N3CCC(C(=O)NC4CC4)C3)ccc2n1CC1CCC(F)(F)CC1, O=C(O)C(F)(F)F. RXN SMILES: [C:1]([CH3:2])([CH3:3])([CH3:4])[c:5]1[n:6][c:7]2[c:8]([n:9]1[CH2:10][CH:11]1[CH2:12][CH2:13][C:14]([F:17])([F:18])[CH2:15][CH2:16]1)[cH:19][cH:20][c:21]([S:23](=[O:24])(=[O:25])[Cl:26])[cH:22]2.[CH:34]1([NH:37][C:38](=[O:39])[CH:40]2[CH2:41][NH2+:42][CH2:43][CH2:44]2)[CH2:35][CH2:36]1.[CH:45]([N:46]([CH2:47][CH3:48])[CH:49]([CH3:50])[CH3:51])([CH3:52])[CH3:53].[F:27][C:28]([C:29](=[O:30])[O-:31])([F:32])[F:33]>>[C:1]([CH3:2])([CH3:3])([CH3:4])[c:5]1[n:6][c:7]2[c:8]([n:9]1[CH2:10][CH:11]1[CH2:12][CH2:13][C:14]([F:17])([F:18])[CH2:15][CH2:16]1)[cH:19][cH:20][c:21]([S:23](=[O:24])(=[O:25])[N:42]1[CH2:41][CH:40]([C:38]([NH:37][CH:34]3[CH2:35][CH2:36]3)=[O:39])[CH2:44][CH2:43]1)[cH:22]2.[F:27][C:28]([C:29](=[O:30])[OH:31])([F:32])[F:33]. The reactants are C, CCN(CC)C(=O)n1cc(C=Cc2cccc(OC)c2)c2ccccc21, CO, [Pd]. The product is CCN(CC)C(=O)n1cc(CCc2cccc(OC)c2)c2ccccc21. As a reaction SMILES: [C:29].[CH2:1]([CH3:2])[N:3]([C:4](=[O:5])[n:6]1[cH:7][c:8]([CH:15]=[CH:16][c:17]2[cH:18][c:19]([O:23][CH3:24])[cH:20][cH:21][cH:22]2)[c:9]2[cH:10][cH:11][cH:12][cH:13][c:14]12)[CH2:25][CH3:26].[CH3:27][OH:28].[Pd:30]>>[CH2:1]([CH3:2])[N:3]([C:4](=[O:5])[n:6]1[cH:7][c:8]([CH2:15][CH2:16][c:17]2[cH:18][c:19]([O:23][CH3:24])[cH:20][cH:21][cH:22]2)[c:9]2[cH:10][cH:11][cH:12][cH:13][c:14]12)[CH2:25][CH3:26]. Reactants: CN1N=CC=2CNC3=C(NC12)C=CC=C3 (3-methyl-3,4,9,10-tetrahydro-2,3,4,9-tetraaza-benzo[f]azulene), CC(CCN1CCN(CC1)CCOC1=C(C=C(C(=O)O)C=C1)C)(C)C (4-{2-[4-(3,3-dimethyl-butyl)-piperazin-1-yl]-ethoxy}-3-methyl-benzoic acid). The reagents and catalysts are CN(C)C=1C=CN=CC1 (DMAP). Run in ClCCl (dichloromethane), C(C)N(CC)CC (triethylamine). Yields the product CC(CCN1CCN(CC1)CCOC1=C(C=C(C=C1)C(=O)N1C2=C(NC=3N(N=CC3C1)C)C=CC=C2)C)(C)C ((4-(2-[4-(3,3-Dimethyl-butyl)-piperazin-1-yl]-ethoxy)-3-methyl-phenyl)-(3-methyl-4,10-dihydro-3H-2,3,4,9-tetraaza-benzo[f]azulen-9-yl)-methanone). Yield: 4.0%. Reaction SMILES: [CH3:1][N:2]1[C:11]2[NH:10][C:9]3[CH:12]=[CH:13][CH:14]=[CH:15][C:8]=3[NH:7][CH2:6][C:5]=2[CH:4]=[N:3]1.[CH3:16][C:17]([CH3:40])([CH3:39])[CH2:18][CH2:19][N:20]1[CH2:25][CH2:24][N:23]([CH2:26][CH2:27][O:28][C:29]2[CH:37]=[CH:36][C:32]([C:33](O)=[O:34])=[CH:31][C:30]=2[CH3:38])[CH2:22][CH2:21]1>CN(C1C=CN=CC=1)C.ClCCl.C(N(CC)CC)C>[CH3:16][C:17]([CH3:40])([CH3:39])[CH2:18][CH2:19][N:20]1[CH2:25][CH2:24][N:23]([CH2:26][CH2:27][O:28][C:29]2[CH:37]=[CH:36][C:32]([C:33]([N:7]3[CH2:6][C:5]4[CH:4]=[N:3][N:2]([CH3:1])[C:11]=4[NH:10][C:9]4[CH:12]=[CH:13][CH:14]=[CH:15][C:8]3=4)=[O:34])=[CH:31][C:30]=2[CH3:38])[CH2:22][CH2:21]1. Procedure details: WSCD (58 mg, 0.30 mmol) and DMAP (20 mg, 0.15 mmol) were added to a solution of 3-methyl-3,4,9,10-tetrahydro-2,3,4,9-tetraaza-benzo[f]azulene from Example E11 (37 mg, 0.20 mmol) and 4-{2-[4-(3,3-dimethyl-butyl)-piperazin-1-yl]-ethoxy}-3-methyl-benzoic acid from Example E40 (53 mg, 0.15 mmol) in dichloromethane (5 ml) and triethylamine (to pH9). The mixture was heated at re-flux for 2 days then concentrated in vacuo. The residue was dissolved in EtOAC, washed with saturated NaHCO3 then brine, dri...